Dataset: the Open Reaction Database (ORD), a public repository of structured organic reaction records. Task: describe an organic reaction: reactants, conditions, products, and yield Reactants: CC(C)(C)OC(=O)NCCC(C(=O)O)c1ccc(Cl)c(Cl)c1, CC(C)(C)OC(=O)n1nc(N)c2cc(N)ccc21, CCN(C(C)C)C(C)C, ClCCl. The product is CC(C)(C)OC(=O)NCCC(C(=O)Nc1ccc2c(c1)c(N)nn2C(=O)OC(C)(C)C)c1ccc(Cl)c(Cl)c1. As a reaction SMILES: [C:19]([CH3:20])([CH3:21])([CH3:22])[O:23][C:24](=[O:25])[NH:26][CH2:27][CH2:28][CH:29]([C:30](=[O:31])[OH:32])[c:33]1[cH:34][c:35]([Cl:40])[c:36]([Cl:39])[cH:37][cH:38]1.[C:1]([CH3:2])([CH3:3])([CH3:4])[O:5][C:6](=[O:7])[n:8]1[n:9][c:10]([NH2:18])[c:11]2[cH:12][c:13]([NH2:17])[cH:14][cH:15][c:16]12.[CH:41]([N:42]([CH:43]([CH3:44])[CH3:45])[CH2:46][CH3:47])([CH3:48])[CH3:49].[Cl:50][CH2:51][Cl:52]>>[C:1]([CH3:2])([CH3:3])([CH3:4])[O:5][C:6](=[O:7])[n:8]1[n:9][c:10]([NH2:18])[c:11]2[cH:12][c:13]([NH:17][C:30]([CH:29]([CH2:28][CH2:27][NH:26][C:24]([O:23][C:19]([CH3:20])([CH3:21])[CH3:22])=[O:25])[c:33]3[cH:34][c:35]([Cl:40])[c:36]([Cl:39])[cH:37][cH:38]3)=[O:31])[cH:14][cH:15][c:16]12. The reactants are C([O-])([O-])=O.[K+].[K+] (Potassium carbonate), FC(C(=O)N=S([O-])C1=C(N(C2=CC(=CC=C12)C(=O)N1CCOCC1)C1=NC=C(C=N1)C1=C(C=CC=C1)F)C)(F)F (2,2,2-Trifluoro-N-{methyl[1-[5-(2-fluoro-phenyl)pyrimidin-2-yl]-6-(morpholin-4-ylcarbonyl)-1H-indol-3-yl]oxido-λ4-sulfanylidene}acetamide). Run in C(C)#N.CO (acetonitrile methanol). Conditions: time 1 hour. The product is FC1=C(C=CC=C1)C=1C=NC(=NC1)N1C=C(C2=CC=C(C=C12)C(=O)N1CCOCC1)S(=O)(=N)C ((1-(5-(2-Fluorophenyl)pyrimidin-2-yl)-3-(S-methylsulfonimidoyl)-1H-indol-6-yl)(morpholino)methanone). RXN SMILES: [C:1](=O)([O-])[O-].[K+].[K+].FC(F)(F)C([N:11]=[S:12]([C:14]1[C:22]2[C:17](=[CH:18][C:19]([C:23]([N:25]3[CH2:30][CH2:29][O:28][CH2:27][CH2:26]3)=[O:24])=[CH:20][CH:21]=2)[N:16]([C:31]2[N:36]=[CH:35][C:34]([C:37]3[CH:42]=[CH:41][CH:40]=[CH:39][C:38]=3[F:43])=[CH:33][N:32]=2)[C:15]=1C)[O-:13])=O>C(#N)C.CO>[F:43][C:38]1[CH:39]=[CH:40][CH:41]=[CH:42][C:37]=1[C:34]1[CH:33]=[N:32][C:31]([N:16]2[C:17]3[C:22](=[CH:21][CH:20]=[C:19]([C:23]([N:25]4[CH2:26][CH2:27][O:28][CH2:29][CH2:30]4)=[O:24])[CH:18]=3)[C:14]([S:12]([CH3:1])(=[NH:11])=[O:13])=[CH:15]2)=[N:36][CH:35]=1 |f:0.1.2,4.5|. Reported procedure: Potassium carbonate (0.143 g, 1.04 mmol) was added at room temperature to a stirred suspension of 287a) (0.3 g, 0.52 mmol) in acetonitrile/methanol (1:1, 9.6 mL) and the mixture was stirred for 1 h. The solvents were evaporated and the residue was purified by column chromatography [alumina; dichloromethane with 1% methanol] and washed with ether. Pink solid. Yield: 0.12 g (48% of theory) Starting materials: CC(C)(C)N1CC(CO)([N+](=O)[O-])C1, Cl, [K], O=N[O-], N#C[Fe-4](C#N)(C#N)(C#N)(C#N)C#N, [Na+], [Na+], [Na+], [Na+], [OH-], O, O=S(=O)([O-])OOS(=O)(=O)[O-]. Product: CC(C)(C)N1CC([N+](=O)[O-])([N+](=O)[O-])C1. Reaction SMILES: [C:2]([CH3:3])([CH3:4])([CH3:5])[N:6]1[CH2:7][C:8]([N+:10](=[O:11])[O-:12])([CH2:13][OH:14])[CH2:9]1.[ClH:1].[K:34].[N:17](=[O:18])[O-:19].[N:35]#[C:36][Fe-4:37]([C:38]#[N:39])([C:40]#[N:41])([C:42]#[N:43])([C:44]#[N:45])[C:46]#[N:47].[Na+:16].[Na+:20].[Na+:31].[Na+:32].[OH-:15].[OH2:33].[S:21]([O:22][O:23][S:24]([O-:25])(=[O:26])=[O:27])([O-:28])(=[O:29])=[O:30]>>[C:2]([CH3:3])([CH3:4])([CH3:5])[N:6]1[CH2:7][C:8]([N+:10](=[O:11])[O-:12])([N+:17](=[O:18])[O-:19])[CH2:9]1. Reactants: C1CCNCC1, CCO, COc1ccc(-c2nc(CCl)nc3cc(OC)c(OC)cc23)cc1OC, ClCCl. The product is COc1ccc(-c2nc(CN3CCCCC3)nc3cc(OC)c(OC)cc23)cc1OC. As a reaction SMILES: [CH2:27]1[CH2:28][CH2:29][NH:30][CH2:31][CH2:32]1.[CH3:33][CH2:34][OH:35].[Cl:1][CH2:2][c:3]1[n:4][c:5]2[cH:6][c:7]([O:25][CH3:26])[c:8]([O:23][CH3:24])[cH:9][c:10]2[c:11](-[c:13]2[cH:14][c:15]([O:21][CH3:22])[c:16]([O:19][CH3:20])[cH:17][cH:18]2)[n:12]1.[Cl:36][CH2:37][Cl:38]>>[CH2:2]([c:3]1[n:4][c:5]2[cH:6][c:7]([O:25][CH3:26])[c:8]([O:23][CH3:24])[cH:9][c:10]2[c:11](-[c:13]2[cH:14][c:15]([O:21][CH3:22])[c:16]([O:19][CH3:20])[cH:17][cH:18]2)[n:12]1)[N:30]1[CH2:29][CH2:28][CH2:27][CH2:32][CH2:31]1. Starting materials: ClC(Cl)(OC(OC(Cl)(Cl)Cl)=O)Cl (triphosgene), ClC=1C=C(N)C=CC1OC1=CC=NC2=CC(=C(C=C12)OC)OC (3-Chloro-4-[(6,7-dimethoxy-4-quinolyl)oxy]aniline), C(C)(C)N(CC)C(C)C (diisopropylethylamine), NC=1SC(=NN1)CC (2-amino-5-ethyl-1,3,4-thiadiazole). The solvent is C(Cl)(Cl)Cl (chloroform), O (water), C(Cl)(Cl)Cl (chloroform). Run at time 15 minute. Product: ClC=1C=C(C=CC1OC1=CC=NC2=CC(=C(C=C12)OC)OC)NC(=O)NC=1SC(=NN1)CC (N-{3-Chloro-4-[(6,7-dimethoxy-4-quinolyl)oxy]phenyl}-N′-(5-ethyl-1,3,4-thiadiazol-2-yl)urea). Yield: 32.7%. RXN SMILES: [Cl:1][C:2]1[CH:3]=[C:4]([CH:6]=[CH:7][C:8]=1[O:9][C:10]1[C:19]2[C:14](=[CH:15][C:16]([O:22][CH3:23])=[C:17]([O:20][CH3:21])[CH:18]=2)[N:13]=[CH:12][CH:11]=1)[NH2:5].C(N(C(C)C)CC)(C)C.ClC(Cl)(O[C:37](=[O:43])OC(Cl)(Cl)Cl)Cl.[NH2:45][C:46]1[S:47][C:48]([CH2:51][CH3:52])=[N:49][N:50]=1>C(Cl)(Cl)Cl.O>[Cl:1][C:2]1[CH:3]=[C:4]([NH:5][C:37]([NH:45][C:46]2[S:47][C:48]([CH2:51][CH3:52])=[N:49][N:50]=2)=[O:43])[CH:6]=[CH:7][C:8]=1[O:9][C:10]1[C:19]2[C:14](=[CH:15][C:16]([O:22][CH3:23])=[C:17]([O:20][CH3:21])[CH:18]=2)[N:13]=[CH:12][CH:11]=1. Reported procedure: 3-Chloro-4-[(6,7-dimethoxy-4-quinolyl)oxy]aniline (100 mg) was dissolved in chloroform (5 ml) and diisopropylethylamine (0.5 ml) to prepare a solution. A solution of triphosgene (100 mg) in chloroform was then added to the solution, and the mixture was stirred at room temperature for 15 min. Next, 2-amino-5-ethyl-1,3,4-thiadiazole (41 mg) was added thereto, and the mixture was further stirred at room temperature overnight. Distilled water was added to the reaction solution, and the mixture was s... Reactants: COC(=O)C1=C(C)NC(C)=C(C(=O)OCCCCCCCCN2C(=O)c3ccccc3C2=O)C1c1cccc([N+](=O)[O-])c1, CCO, NN, O. The product is COC(=O)C1=C(C)NC(C)=C(C(=O)OCCCCCCCCN)C1c1cccc([N+](=O)[O-])c1. Reaction SMILES: [CH3:1][C:2]1=[C:7]([C:8](=[O:9])[O:10][CH3:11])[CH:6]([c:12]2[cH:13][c:14]([N+:18](=[O:19])[O-:20])[cH:15][cH:16][cH:17]2)[C:5]([C:21](=[O:22])[O:23][CH2:24][CH2:25][CH2:26][CH2:27][CH2:28][CH2:29][CH2:30][CH2:31][N:32]2[C:33](=[O:34])[c:35]3[cH:36][cH:37][cH:38][cH:39][c:40]3[C:41]2=[O:42])=[C:4]([CH3:43])[NH:3]1.[CH3:47][CH2:48][OH:49].[NH2:45][NH2:46].[OH2:44]>>[CH3:1][C:2]1=[C:7]([C:8](=[O:9])[O:10][CH3:11])[CH:6]([c:12]2[cH:13][c:14]([N+:18](=[O:19])[O-:20])[cH:15][cH:16][cH:17]2)[C:5]([C:21](=[O:22])[O:23][CH2:24][CH2:25][CH2:26][CH2:27][CH2:28][CH2:29][CH2:30][CH2:31][NH2:32])=[C:4]([CH3:43])[NH:3]1. Reactants: N#Cc1[nH]ncc1Br, O=C([O-])[O-], CC(C)(C)OC(=O)N1CCC(OS(C)(=O)=O)CC1, CC#N, [K+], [K+]. The product is CC(C)(C)OC(=O)N1CCC(n2cc(Br)c(C#N)n2)CC1. Reaction SMILES: [Br:1][c:2]1[c:3]([C:7]#[N:8])[nH:4][n:5][cH:6]1.[C:9](=[O:10])([O-:11])[O-:12].[CH3:15][S:16]([O:17][CH:20]1[CH2:21][CH2:22][N:23]([C:26](=[O:27])[O:28][C:29]([CH3:30])([CH3:31])[CH3:32])[CH2:24][CH2:25]1)(=[O:18])=[O:19].[CH3:33][C:34]#[N:35].[K+:13].[K+:14]>>[Br:1][c:2]1[c:3]([C:7]#[N:8])[n:4][n:5]([CH:20]2[CH2:21][CH2:22][N:23]([C:26](=[O:27])[O:28][C:29]([CH3:30])([CH3:31])[CH3:32])[CH2:24][CH2:25]2)[cH:6]1.